describe an organic reaction: reactants, conditions, products, and yield From a dataset of the Open Reaction Database (ORD), a public repository of structured organic reaction records. The reactants are CC1=CC=C(S1)C1CC(CC(C1)=O)=O (5-(5-methyl-2-thienyl)cyclohexane-1,3-dione), [O-]CC.[Na+] (sodium ethoxide), ClCC(C)=O (chloroacetone). Product: CC1=CC=C(S1)C1CC2=C(C(=CO2)C)C(C1)=O (6-(5-methyl-2-thienyl)-3-methyl-4,5,6,7-tetrahydrobenzofuran-4-one). Reaction conditions: time 15 minute. Reported procedure: To a solution of 5-(5-methyl-2-thienyl)cyclohexane-1,3-dione (mp178-179° C.; 1.04 g) in ethanol (15 ml) was added sodium ethoxide (0.37 g), and the mixture was stirred, under argon atmosphere, at room temperature for 15 minutes. To the mixture was added chloroacetone (0.45 ml), and the mixture was stirred at 100° C. for 1 hour. The reaction solution was cooled concentrated under reduced pressure. To the residue was added mesitylene(15 ml), and the mixture was stirred at 150° C. for 4 hours. The ... RXN SMILES: [CH3:1][C:2]1[S:6][C:5]([CH:7]2[CH2:12][C:11](=[O:13])[CH2:10][C:9](=[O:14])[CH2:8]2)=[CH:4][CH:3]=1.[O-]CC.[Na+].Cl[CH2:20][C:21](=O)[CH3:22]>C(O)C>[CH3:1][C:2]1[S:6][C:5]([CH:7]2[CH2:8][C:9](=[O:14])[C:10]3[C:21]([CH3:22])=[CH:20][O:13][C:11]=3[CH2:12]2)=[CH:4][CH:3]=1 |f:1.2|. Solvent: C(C)O (ethanol). Starting materials: ClC=1C=CC2=C(C(=NCC(N2CCCl)CCl)C2=CC=CC=C2)C1 (7-chloro-1-(β-chlorethyl)-2-chlormethyl-5-phenyl-2,3-dihydro-1H-1,4-benzodiazepine), N (ammonia). The solvent is C(Cl)(Cl)Cl (chloroform), CO (methanol). The product is ClC=1C=CC2=C(C(=NCC3N2CCNC3)C3=CC=CC=C3)C1 (1,2,3,4,4a,5-hexahydro-9-chloro-7-phenyl-pyrazino[1,2-a]-[1,4]benzodiazepine). Isolated yield 59.0%. RXN SMILES: [Cl:1][C:2]1[CH:3]=[CH:4][C:5]2[N:11]([CH2:12][CH2:13]Cl)[CH:10]([CH2:15]Cl)[CH2:9][N:8]=[C:7]([C:17]3[CH:22]=[CH:21][CH:20]=[CH:19][CH:18]=3)[C:6]=2[CH:23]=1.[NH3:24]>CO.C(Cl)(Cl)Cl>[Cl:1][C:2]1[CH:3]=[CH:4][C:5]2[N:11]3[CH2:12][CH2:13][NH:24][CH2:15][CH:10]3[CH2:9][N:8]=[C:7]([C:17]3[CH:22]=[CH:21][CH:20]=[CH:19][CH:18]=3)[C:6]=2[CH:23]=1. Reported procedure: 10 g 7-chloro-1-(β-chlorethyl)-2-chlormethyl-5-phenyl-2,3-dihydro-1H-1,4-benzodiazepine were reacted in 200 ml methanol with 20 g ammonia gas in a gas autoclave for 16 hours at 90° to 95° C. After heating of the solution under vacuum, the reaction material is yielded in chloroform and washed with dilute aqueous sodium hydroxide solution. After drying and evaporating of the solvent under vacuum the resultive oily reaction product is dissolved in ether. From the concentrated solution, 5 g of 1,2,3... Starting materials: C(C)C(CO)(CO)CO (2-ethyl-2-hydroxymethyl-1,3-propanediol), C=O (paraformaldehyde), O.C1(=CC=C(C=C1)S(=O)(=O)O)C (p-toluene sulfonic acid monohydrate). Solvent: C1(=CC=CC=C1)C (toluene). Reaction conditions: time 3 hour. The product is C(C)C1(COCOC1)CO (5-ethyl-5-hydroxymethyl-1,3-dioxane). Reaction SMILES: [CH2:1]([C:3]([CH2:8][OH:9])([CH2:6][OH:7])[CH2:4][OH:5])[CH3:2].C=O.O.[C:13]1(C)C=CC(S(O)(=O)=O)=CC=1>C1(C)C=CC=CC=1>[CH2:1]([C:3]1([CH2:8][OH:9])[CH2:6][O:7][CH2:13][O:5][CH2:4]1)[CH3:2] |f:2.3|. Procedure: In a one-liter three neck flask were placed 405 grams of 2-ethyl-2-hydroxymethyl-1,3-propanediol, 90 grams of paraformaldehyde, 0.9 grams of p-toluene sulfonic acid monohydrate and 150 ml of toluene. The flask was equipped with a Dean-stark trap and a condenser. The reaction mixture was stirred at a bath temperature of 120° C. to 170° C. for three hours. The toluene-water was collected, and after removing the toluene, the crude product was distilled under vacuum at 10-11 mm Hg and 115° C. to 117... The reactants are CO, Cl, [K+], COC(=O)c1ccc2oc(N3CCC(N4CCCCC4)CC3)nc2c1, C1CCOC1, [OH-], O. The product is O=C(O)c1ccc2oc(N3CCC(N4CCCCC4)CC3)nc2c1. RXN SMILES: [CH3:28][OH:29].[ClH:30].[K+:27].[N:1]1([CH:7]2[CH2:8][CH2:9][N:10]([c:13]3[o:14][c:15]4[c:16]([n:17]3)[cH:18][c:19]([C:22](=[O:23])[O:24][CH3:25])[cH:20][cH:21]4)[CH2:11][CH2:12]2)[CH2:2][CH2:3][CH2:4][CH2:5][CH2:6]1.[O:31]1[CH2:32][CH2:33][CH2:34][CH2:35]1.[OH-:26].[OH2:36]>>[N:1]1([CH:7]2[CH2:8][CH2:9][N:10]([c:13]3[o:14][c:15]4[c:16]([n:17]3)[cH:18][c:19]([C:22](=[O:23])[OH:24])[cH:20][cH:21]4)[CH2:11][CH2:12]2)[CH2:2][CH2:3][CH2:4][CH2:5][CH2:6]1.